Dataset: the Open Reaction Database (ORD), a public repository of structured organic reaction records. Task: describe an organic reaction: reactants, conditions, products, and yield The reactants are [N+](=O)([O-])C1=C(C=CC(=C1)C(F)(F)F)NC1=CC=C(OC(C(=O)OCC)C)C=C1 (ethyl 2-(4-(2-nitro-4-(trifluoromethyl)phenylamino)phenoxy)propionate), [H][H] (hydrogen). Reagents/catalysts: [Pd] (palladium-on-carbon). The solvent is O1CCCC1 (tetrahydrofuran). The product is NC1=C(C=CC(=C1)C(F)(F)F)NC1=CC=C(OC(C(=O)OCC)C)C=C1 (ethyl 2-(4-(2-amino-4-(trifluoromethyl)phenylamino)phenoxy)propionate). RXN SMILES: [N+:1]([C:4]1[CH:9]=[C:8]([C:10]([F:13])([F:12])[F:11])[CH:7]=[CH:6][C:5]=1[NH:14][C:15]1[CH:28]=[CH:27][C:18]([O:19][CH:20]([CH3:26])[C:21]([O:23][CH2:24][CH3:25])=[O:22])=[CH:17][CH:16]=1)([O-])=O.[H][H]>O1CCCC1.[Pd]>[NH2:1][C:4]1[CH:9]=[C:8]([C:10]([F:13])([F:12])[F:11])[CH:7]=[CH:6][C:5]=1[NH:14][C:15]1[CH:16]=[CH:17][C:18]([O:19][CH:20]([CH3:26])[C:21]([O:23][CH2:24][CH3:25])=[O:22])=[CH:27][CH:28]=1. Procedure: 1B, in tetrahydrofuran, was treated with hydrogen (40 psi pressure in a Parr-shaker, 10% palladium-on-carbon catalyst), to give ethyl 2-(4-(2-amino-4-(trifluoromethyl)phenylamino)phenoxy)propionate (1C), as a solid, m.p.: 78° C. Reactants: ClC1=CC=C(C=C1)N1N=C(C=C1)O (1-(para-chlorophenyl)-3-hydroxypyrazole), O (water), [H-].[Na+] (sodium hydride), CON=C(C1=NOCCO1)C1=C(C=CC=C1)CCl ((ortho-chloromethylphenyl) (5,6-dihydro-[1,4,2]dioxazin-3-yl)methanone O-methyl oxime). Solvent: CN(C=O)C (dimethylformamide). Conditions: temperature 22.5 celsius, time 1 hour. Yields the product CON=C(C1=NOCCO1)C1=C(C=CC=C1)COC1=NN(C=C1)C1=CC=C(C=C1)Cl ((ortho-[1-{4-chlorophenyl}-pyrazol-3-yl-oxymethyl]- phenyl)(5,6-dihydro-[1,4,2]dioxazin-3-yl)methanone O-methyl oxime). Yield: 54.1%. Reaction SMILES: [Cl:1][C:2]1[CH:7]=[CH:6][C:5]([N:8]2[CH:12]=[CH:11][C:10]([OH:13])=[N:9]2)=[CH:4][CH:3]=1.[H-].[Na+].[CH3:16][O:17][N:18]=[C:19]([C:26]1[CH:31]=[CH:30][CH:29]=[CH:28][C:27]=1[CH2:32]Cl)[C:20]1[O:25][CH2:24][CH2:23][O:22][N:21]=1.O>CN(C)C=O>[CH3:16][O:17][N:18]=[C:19]([C:26]1[CH:31]=[CH:30][CH:29]=[CH:28][C:27]=1[CH2:32][O:13][C:10]1[CH:11]=[CH:12][N:8]([C:5]2[CH:4]=[CH:3][C:2]([Cl:1])=[CH:7][CH:6]=2)[N:9]=1)[C:20]1[O:25][CH2:24][CH2:23][O:22][N:21]=1 |f:1.2|. Procedure details: A solution of 0.97 g of 1-(para-chlorophenyl)-3-hydroxypyrazole in 20 ml of anhydrous dimethylformamide (DMF) was admixed with 0.13 g of sodium hydride and then stirred at 20-25 ° C. for approximately one hour. 1.34 g of the oxime from Example 2 were then added and the mixture was stirred at 60° C. for approximately three hours and then at 20-25° C. for approximately 14 hours. 300 ml of water were added and the mixture was then extracted with methyl tert-butyl ether (MTBE). The combined organic ... Reactants: ( 12.9 ), C(CCCCCCC)N (n-octylamine), C([C@H](O)[C@@H](O)C(=O)O)(=O)O (L(+)-tartaric acid). The solvent is O (water), O (water). Conditions: temperature 120 celsius, time 12 hour. Product: C1(C(O)C(O)C(N1)=O)=O (tartarimide). RXN SMILES: [C:1]([OH:10])(=O)[C@@H:2]([C@H:4]([C:6](O)=[O:7])[OH:5])[OH:3].C([NH2:19])CCCCCCC>O>[C:1]1(=[O:10])[NH:19][C:6](=[O:7])[CH:4]([OH:5])[CH:2]1[OH:3]. Procedure: 0.1 mol (15.0 g) of L(+)-tartaric acid is dissolved in 5 ml of hot water and 0.1 mol (12.9) g) of n-octylamine is added dropwise (at about 100° C.). A homogeneous solution is obtained by heating to about 120° C., with considerable formation of foam. The reaction mixture is then allowed to stand for about 12 hours and is then heated at about 140° C. for 8 hours; the water formed in the condensation reaction is volatized. After cooling, the liquid solidifies; the product, composed of about 28 g of... The reactants are CC(=O)CCCC1=CCCC1, CCOCC, Cl. The product is CC(C)(O)CCCC1=CCCC1. Reaction SMILES: [C:1]1([CH2:6][CH2:7][CH2:8][C:9]([CH3:10])=[O:11])=[CH:2][CH2:3][CH2:4][CH2:5]1.[CH2:13]([O:14][CH2:15][CH3:16])[CH3:17].[ClH:12]>>[C:1]1([CH2:6][CH2:7][CH2:8][C:9]([CH3:10])([OH:11])[CH3:13])=[CH:2][CH2:3][CH2:4][CH2:5]1. Reactants: C=C(OCC)[Sn](CCCC)(CCCC)CCCC, CC(c1cc2cnn(C)c2cc1F)c1cnc2ccc(Cl)nn12, CN(C)C=O, c1ccc(P(c2ccccc2)(c2ccccc2)[Pd](P(c2ccccc2)(c2ccccc2)c2ccccc2)(P(c2ccccc2)(c2ccccc2)c2ccccc2)P(c2ccccc2)(c2ccccc2)c2ccccc2)cc1. The product is C=C(OCC)c1ccc2ncc(C(C)c3cc4cnn(C)c4cc3F)n2n1. RXN SMILES: [CH2:24]([Sn:25]([CH2:26][CH2:27][CH2:28][CH3:34])([C:29](=[CH2:30])[O:31][CH2:32][CH3:33])[CH2:35][CH2:36][CH2:37][CH3:38])[CH2:39][CH2:40][CH3:41].[Cl:1][c:2]1[cH:3][cH:4][c:5]2[n:6]([n:7]1)[c:8]([CH:11]([CH3:12])[c:13]1[cH:14][c:15]3[cH:16][n:17][n:18]([CH3:23])[c:19]3[cH:20][c:21]1[F:22])[cH:9][n:10]2.[O:42]=[CH:43][N:44]([CH3:45])[CH3:46].[cH:47]1[cH:48][cH:49][c:50]([P:51]([Pd:52]([P:53]([c:54]2[cH:55][cH:56][cH:57][cH:58][cH:59]2)([c:60]2[cH:61][cH:62][cH:63][cH:64][cH:65]2)[c:66]2[cH:67][cH:68][cH:69][cH:70][cH:71]2)([P:72]([c:73]2[cH:74][cH:75][cH:76][cH:77][cH:78]2)([c:79]2[cH:80][cH:81][cH:82][cH:83][cH:84]2)[c:85]2[cH:86][cH:87][cH:88][cH:89][cH:90]2)[P:91]([c:92]2[cH:93][cH:94][cH:95][cH:96][cH:97]2)([c:98]2[cH:99][cH:100][cH:101][cH:102][cH:103]2)[c:104]2[cH:105][cH:106][cH:107][cH:108][cH:109]2)([c:110]2[cH:111][cH:112][cH:113][cH:114][cH:115]2)[c:116]2[cH:117][cH:118][cH:119][cH:120][cH:121]2)[cH:122][cH:123]1>>[c:2]1([C:29](=[CH2:30])[O:31][CH2:32][CH3:33])[cH:3][cH:4][c:5]2[n:6]([n:7]1)[c:8]([CH:11]([CH3:12])[c:13]1[cH:14][c:15]3[cH:16][n:17][n:18]([CH3:23])[c:19]3[cH:20][c:21]1[F:22])[cH:9][n:10]2. Starting materials: CC(=O)OC(C)=O, CCOC([O-])[O-], CCOC(=O)CC(=O)c1cc(F)c(F)cc1Cl. Product: CCOC=C(C(=O)OCC)C(=O)c1cc(F)c(F)cc1Cl. RXN SMILES: [CH3:24][C:25]([O:26][C:27](=[O:28])[CH3:29])=[O:30].[CH:18]([O:19][CH2:20][CH3:21])([O-:22])[O-:23].[Cl:1][c:2]1[c:3]([C:4](=[O:5])[CH2:6][C:7](=[O:8])[O:9][CH2:10][CH3:11])[cH:12][c:13]([F:17])[c:14]([F:16])[cH:15]1>>[Cl:1][c:2]1[c:3]([C:4](=[O:5])[C:6]([C:7](=[O:8])[O:9][CH2:10][CH3:11])=[CH:18][O:19][CH2:20][CH3:21])[cH:12][c:13]([F:17])[c:14]([F:16])[cH:15]1. Starting materials: CCc1ncc[nH]1, COC(=O)c1cc(I)cc(-c2ccc(C)cc2)c1, CS(C)=O, [Cu]I, [K+], [K+], O=C(O)C1CCCN1, O=C([O-])[O-]. The product is CCc1nccn1-c1cc(C(=O)OC)cc(-c2ccc(C)cc2)c1. RXN SMILES: [CH2:19]([CH3:20])[c:21]1[nH:22][cH:23][cH:24][n:25]1.[CH3:1][O:2][C:3](=[O:4])[c:5]1[cH:6][c:7](-[c:12]2[cH:13][cH:14][c:15]([CH3:18])[cH:16][cH:17]2)[cH:8][c:9]([I:11])[cH:10]1.[CH3:40][S:41]([CH3:42])=[O:43].[Cu:44][I:45].[K+:34].[K+:35].[NH:26]1[CH2:27][CH2:28][CH2:29][CH:30]1[C:31]([OH:32])=[O:33].[O-:36][C:37]([O-:38])=[O:39]>>[CH3:1][O:2][C:3](=[O:4])[c:5]1[cH:6][c:7](-[c:12]2[cH:13][cH:14][c:15]([CH3:18])[cH:16][cH:17]2)[cH:8][c:9](-[n:22]2[c:21]([CH2:19][CH3:20])[n:25][cH:24][cH:23]2)[cH:10]1. Starting materials: CC(=O)Nc1nc(-c2cc(C)cc(C)c2)c(-c2ccncc2)s1, ClC(Cl)Cl, O=C(OO)c1cccc(Cl)c1. Product: CC(=O)Nc1nc(-c2cc(C)cc(C)c2)c(-c2cc[n+]([O-])cc2)s1. RXN SMILES: [CH3:1][c:2]1[cH:3][c:4](-[c:9]2[n:10][c:11]([NH:20][C:21]([CH3:22])=[O:23])[s:12][c:13]2-[c:14]2[cH:15][cH:16][n:17][cH:18][cH:19]2)[cH:5][c:6]([CH3:8])[cH:7]1.[CH:35]([Cl:36])([Cl:37])[Cl:38].[Cl:24][c:25]1[cH:26][cH:27][cH:28][c:29]([C:30]([O:31][OH:33])=[O:32])[cH:34]1>>[CH3:1][c:2]1[cH:3][c:4](-[c:9]2[n:10][c:11]([NH:20][C:21]([CH3:22])=[O:23])[s:12][c:13]2-[c:14]2[cH:15][cH:16][n+:17]([O-:32])[cH:18][cH:19]2)[cH:5][c:6]([CH3:8])[cH:7]1. Yields the product CC(C(=O)OCC)(CN1C(=NC=2C=NC=3C=CC=CC3C21)CCC)C (ethyl 2,2-dimethyl-3-(2-propyl-1H-imidazo[4,5-c]quinolin-1-yl)propanoate). Reported procedure: Ethyl 3-[(3-aminoquinolin-4-yl)amino]-2,2-dimethylpropanoate (8.2 g, 29 mmol) was treated according to a modification of the method described in Part B of Example 8. Prior to the addition of trimethyl orthobutyrate (5.3 g, 36 mmol) and pyridinium p-toluenesulfonate (0.10 g, 0.40 mmol), the reaction was heated at reflux for ten minutes. During the work-up procedure, the solution was dried over potassium carbonate. The crude product was purified by column chromatography on silica gel (eluting with... RXN SMILES: [NH2:1][C:2]1[CH:3]=[N:4][C:5]2[C:10]([C:11]=1[NH:12][CH2:13][C:14]([CH3:21])([CH3:20])[C:15]([O:17][CH2:18][CH3:19])=[O:16])=[CH:9][CH:8]=[CH:7][CH:6]=2.[C:22](OC)(OC)(OC)[CH2:23][CH2:24][CH3:25]>C1(C)C=CC(S([O-])(=O)=O)=CC=1.[NH+]1C=CC=CC=1>[CH3:21][C:14]([CH3:20])([CH2:13][N:12]1[C:11]2[C:10]3[CH:9]=[CH:8][CH:7]=[CH:6][C:5]=3[N:4]=[CH:3][C:2]=2[N:1]=[C:22]1[CH2:23][CH2:24][CH3:25])[C:15]([O:17][CH2:18][CH3:19])=[O:16] |f:2.3|. Reagents/catalysts: C1(=CC=C(C=C1)S(=O)(=O)[O-])C.[NH+]1=CC=CC=C1 (pyridinium p-toluenesulfonate). Reactants: NC=1C=NC2=CC=CC=C2C1NCC(C(=O)OCC)(C)C (Ethyl 3-[(3-aminoquinolin-4-yl)amino]-2,2-dimethylpropanoate), C(CCC)(OC)(OC)OC (trimethyl orthobutyrate). Yield: 21.3%.